From a dataset of the Open Reaction Database (ORD), a public repository of structured organic reaction records. describe an organic reaction: reactants, conditions, products, and yield The reactants are Cc1cccc2c(=O)nc(-c3cccc(C(=O)OC(C)(C)C)n3)sc12, O=C(O)C(F)(F)F. The product is Cc1cccc2c(=O)nc(-c3cccc(C(=O)O)n3)sc12. As a reaction SMILES: [CH3:1][c:2]1[cH:3][cH:4][cH:5][c:6]2[c:7](=[O:25])[n:8][c:9](-[c:12]3[cH:13][cH:14][cH:15][c:16]([C:18](=[O:19])[O:20][C:21]([CH3:22])([CH3:23])[CH3:24])[n:17]3)[s:10][c:11]12.[OH:26][C:27]([C:28]([F:29])([F:30])[F:31])=[O:32]>>[CH3:1][c:2]1[cH:3][cH:4][cH:5][c:6]2[c:7](=[O:25])[n:8][c:9](-[c:12]3[cH:13][cH:14][cH:15][c:16]([C:18](=[O:19])[OH:20])[n:17]3)[s:10][c:11]12. The reactants are FC(C=1C=C(C=C(C1)C(F)(F)F)[C@@H]1[C@@H](N(C(O1)=O)CC1=C(C=CC(=C1)C(F)(F)F)I)C)(F)F ((4S,5R)-5-[3,5-bis(trifluoromethyl)phenyl]-3-[2-iodo-5-(trifluoromethyl)-benzyl]-4-methyl-1,3-oxazolidin-2-one), C(=O)C=1C=CC(=C(C1)B(O)O)OC (5-formyl 2-methoxy phenyl boronic acid), C([O-])([O-])=O.[Na+].[Na+] (sodium carbonate), C(Cl)Cl (CH2Cl2). Reagents/catalysts: [Pd].C1(=CC=CC=C1)P(C1=CC=CC=C1)C1=CC=CC=C1.C1(=CC=CC=C1)P(C1=CC=CC=C1)C1=CC=CC=C1.C1(=CC=CC=C1)P(C1=CC=CC=C1)C1=CC=CC=C1.C1(=CC=CC=C1)P(C1=CC=CC=C1)C1=CC=CC=C1 (tetrakis(triphenylphosphine) palladium). The solvent is O.CCO.C1(=CC=CC=C1)C (water EtOH toluene), CCCCCC (hexane). Yields the product FC(C=1C=C(C=C(C1)C(F)(F)F)[C@@H]1[C@@H](N(C(O1)=O)CC1=C(C=CC(=C1)C(F)(F)F)C1=CC(=CC=C1OC)C=O)C)(F)F (2′-({(4S,5R)-5-[3,5-bis(trifluoromethyl)phenyl]-4-methyl-2-oxo-1,3-oxazolidin-3-yl}methyl)-6-methoxy-4′-(trifluoromethyl)biphenyl-3-carbaldehyde). As a reaction SMILES: [F:1][C:2]([F:33])([F:32])[C:3]1[CH:4]=[C:5]([C@H:13]2[O:17][C:16](=[O:18])[N:15]([CH2:19][C:20]3[CH:25]=[C:24]([C:26]([F:29])([F:28])[F:27])[CH:23]=[CH:22][C:21]=3I)[C@H:14]2[CH3:31])[CH:6]=[C:7]([C:9]([F:12])([F:11])[F:10])[CH:8]=1.[CH:34]([C:36]1[CH:37]=[CH:38][C:39]([O:45][CH3:46])=[C:40](B(O)O)[CH:41]=1)=[O:35].C(=O)([O-])[O-].[Na+].[Na+].C(Cl)Cl>O.CCO.C1(C)C=CC=CC=1.[Pd].C1(P(C2C=CC=CC=2)C2C=CC=CC=2)C=CC=CC=1.C1(P(C2C=CC=CC=2)C2C=CC=CC=2)C=CC=CC=1.C1(P(C2C=CC=CC=2)C2C=CC=CC=2)C=CC=CC=1.C1(P(C2C=CC=CC=2)C2C=CC=CC=2)C=CC=CC=1.CCCCCC>[F:1][C:2]([F:33])([F:32])[C:3]1[CH:4]=[C:5]([C@H:13]2[O:17][C:16](=[O:18])[N:15]([CH2:19][C:20]3[CH:25]=[C:24]([C:26]([F:29])([F:28])[F:27])[CH:23]=[CH:22][C:21]=3[C:38]3[C:39]([O:45][CH3:46])=[CH:40][CH:41]=[C:36]([CH:34]=[O:35])[CH:37]=3)[C@H:14]2[CH3:31])[CH:6]=[C:7]([C:9]([F:12])([F:11])[F:10])[CH:8]=1 |f:2.3.4,6.7.8,9.10.11.12.13|. Procedure: A mixture of (4S,5R)-5-[3,5-bis(trifluoromethyl)phenyl]-3-[2-iodo-5-(trifluoromethyl)-benzyl]-4-methyl-1,3-oxazolidin-2-one (0.50 g, 0.84 mmol), 5-formyl 2-methoxy phenyl boronic acid (0.22 g, 1.25 mmol), tetrakis(triphenylphosphine) palladium (48 mg, 5% mol) and sodium carbonate (0.19 g, 1.84 mmol) in 20 ml of water/EtOH/toluene (1:2:4) was heated to reflux for 4 h. TLC (CH2Cl2:hexane/1:1) showed that the reaction was over. The solvents were removed. Water (30 ml) was added. The organic was ext... Starting materials: ice water, FC1=C(C=CC(=C1)F)CCC(=O)O (3-(2,4-difluorophenyl)propanoic acid), S(=O)(Cl)Cl (thionyl chloride), N (ammonia). Solvent: CN(C=O)C (dimethylformamide). Reaction conditions: temperature 50 celsius, time 1 hour. The product is FC1=C(C=CC(=C1)F)CCC(=O)N (3-(2,4-Difluorophenyl)propanamide). RXN SMILES: [F:1][C:2]1[CH:7]=[C:6]([F:8])[CH:5]=[CH:4][C:3]=1[CH2:9][CH2:10][C:11]([OH:13])=O.S(Cl)(Cl)=O.[NH3:18]>CN(C)C=O>[F:1][C:2]1[CH:7]=[C:6]([F:8])[CH:5]=[CH:4][C:3]=1[CH2:9][CH2:10][C:11]([NH2:18])=[O:13]. Procedure: 27.9 g (0.15 mol) of 3-(2,4-difluorophenyl)propanoic acid are mixed in a sulfation flask with 50 ml (0.69 mol) of thionyl chloride and 0.5 ml of dimethylformamide, and the mixture is stirred at room temperature for one hour, at 50° C. for one hour and under reflux for half an hour. The excess thionyl chloride is then removed by distillation in vacuo. The orange-brown oily residue is dissolved in toluene and then cooled to -15° C. At this temperature, 7.0 g (0.41 mol) of ammonia gas are passed in... The reactants are S(=O)(Cl)Cl (thionyl chloride), C(CCCCCCC)OC=1C=C2C=CC(=CC2=CC1)S(=O)(=O)[O-].[Na+] (sodium 6-octyloxy-2-naphthalenesulfonate). Solvent: CN(C=O)C (N,N-dimethylformamide). Run at temperature 95 celsius, time 1.5 hour. Yields the product C(CCCCCCC)OC=1C=C2C=CC(=CC2=CC1)S(=O)(=O)Cl (6-octyloxy-2-naphthylsulfonyl chloride). As a reaction SMILES: S(Cl)([Cl:3])=O.[CH2:5]([O:13][C:14]1[CH:15]=[C:16]2[C:21](=[CH:22][CH:23]=1)[CH:20]=[C:19]([S:24]([O-:27])(=O)=[O:25])[CH:18]=[CH:17]2)[CH2:6][CH2:7][CH2:8][CH2:9][CH2:10][CH2:11][CH3:12].[Na+]>CN(C)C=O>[CH2:5]([O:13][C:14]1[CH:15]=[C:16]2[C:21](=[CH:22][CH:23]=1)[CH:20]=[C:19]([S:24]([Cl:3])(=[O:27])=[O:25])[CH:18]=[CH:17]2)[CH2:6][CH2:7][CH2:8][CH2:9][CH2:10][CH2:11][CH3:12] |f:1.2|. Reported procedure: To a solution of thionyl chloride (0.692 ml) and N,N-dimethylformamide (0.022 ml) was added sodium 6-octyloxy-2-naphthalenesulfonate (1 g) under ice-cooling. The mixture was stirred for 1.5 hours at 95° C., then evaporated under reduced pressure to give 6-octyloxy-2-naphthylsulfonyl chloride (1 g) . Starting materials: [Li]CCCC (BuLi), BrC1=C(C=C(C=C1)F)C=C (1-bromo-4-fluoro-2-vinylbenzene), CN(C=O)C (N,N-dimethylformamide). Solvent: O1CCCC1 (tetrahydrofuran). Conditions: time 1 hour. The product is FC1=CC(=C(C=O)C=C1)C=C (4-fluoro-2-vinylbenzaldehyde). The yield is 83.7%. Reaction SMILES: Br[C:2]1[CH:7]=[CH:6][C:5]([F:8])=[CH:4][C:3]=1[CH:9]=[CH2:10].[Li]CCCC.CN(C)[CH:18]=[O:19]>O1CCCC1>[F:8][C:5]1[CH:6]=[CH:7][C:2]([CH:18]=[O:19])=[C:3]([CH:9]=[CH2:10])[CH:4]=1. Procedure: To a mixture of 1-bromo-4-fluoro-2-vinylbenzene (0.32 g, 1.592 mmol) in tetrahydrofuran (5 mL) at −78° C. was added BuLi (0.764 mL, 1.910 mmol) dropwise. It was then stirred at this temperature for 1 h, then N,N-dimethylformamide (0.185 mL, 2.388 mmol) was added. The reaction mixture was stirred at −78° C. for 30 min, then warmed to rt and stirred at rt for 3 h. It was then quenched with NH4Cl, extracted with ether. The organic layer was dried over MgSO4, filtered and concentrated to obtain 4-fl... Reactants: CS(=O)(=O)C1=CC=C(C=C1)NC1=NC=NC(=C1[N+](=O)[O-])OC1CCNCC1 ((4-Methanesulfonyl-phenyl)-[5-nitro-6-(piperidin-4-yloxy)-pyrimidin-4-yl]-amine), CC(CC=O)(C)C (3,3-dimethyl-butyraldehyde), [BH4-].[Na+] (sodium borohydride). The solvent is CO (methanol). Run at time 5 minute. Product: CC(CCN1CCC(CC1)OC1=C(C(=NC=N1)NC1=CC=C(C=C1)S(=O)(=O)C)[N+](=O)[O-])(C)C ({6-[1-(3,3-Dimethyl-butyl)-piperidin-4-yloxy]-5-nitro-pyrimidin-4-yl}-(4-methanesulfonyl-phenyl)-amine). RXN SMILES: [CH3:1][S:2]([C:5]1[CH:10]=[CH:9][C:8]([NH:11][C:12]2[C:17]([N+:18]([O-:20])=[O:19])=[C:16]([O:21][CH:22]3[CH2:27][CH2:26][NH:25][CH2:24][CH2:23]3)[N:15]=[CH:14][N:13]=2)=[CH:7][CH:6]=1)(=[O:4])=[O:3].[CH3:28][C:29]([CH3:34])([CH3:33])[CH2:30][CH:31]=O.[BH4-].[Na+]>CO>[CH3:28][C:29]([CH3:34])([CH3:33])[CH2:30][CH2:31][N:25]1[CH2:26][CH2:27][CH:22]([O:21][C:16]2[N:15]=[CH:14][N:13]=[C:12]([NH:11][C:8]3[CH:9]=[CH:10][C:5]([S:2]([CH3:1])(=[O:4])=[O:3])=[CH:6][CH:7]=3)[C:17]=2[N+:18]([O-:20])=[O:19])[CH2:23][CH2:24]1 |f:2.3|. Reported procedure: Compound A2 (0.20 mmol, 80 mg), and 3,3-dimethyl-butyraldehyde (0.24 mmol, 30 μL) were dissolved in methanol (2 mL) and stirred for 5 minutes at room temperature. Then, added sodium borohydride (0.25 mmol, 8.7 mg) and stirred for 10 minutes at room temperature. The reaction mixture was quenched with saturated ammonium chloride solution (1 mL) followed by an extraction with dichloromethane. Removal of organic solvent in vacuo and purification by prep-LCMS provided Compound A7 as a yellow solid (1... Product: c1ccc(C(c2ccccc2)N2CCN(Cc3cscn3)CC2)cc1. Reactants: O=C([O-])[O-], CN(C)C=O, c1ccc(C(c2ccccc2)N2CCNCC2)cc1, ClCc1cscn1, Cl, [K+], [K+]. Reaction SMILES: [C:28](=[O:29])([O-:30])[O-:31].[CH3:34][N:35]([CH3:36])[CH:37]=[O:38].[CH:9]([c:10]1[cH:11][cH:12][cH:13][cH:14][cH:15]1)([c:16]1[cH:17][cH:18][cH:19][cH:20][cH:21]1)[N:22]1[CH2:23][CH2:24][NH:25][CH2:26][CH2:27]1.[Cl:2][CH2:3][c:4]1[n:5][cH:6][s:7][cH:8]1.[ClH:1].[K+:32].[K+:33]>>[CH2:3]([c:4]1[n:5][cH:6][s:7][cH:8]1)[N:25]1[CH2:24][CH2:23][N:22]([CH:9]([c:10]2[cH:11][cH:12][cH:13][cH:14][cH:15]2)[c:16]2[cH:17][cH:18][cH:19][cH:20][cH:21]2)[CH2:27][CH2:26]1. Reactants: ClC1=NC=C(C(=O)NC2=CC=C(C=C2)OC(F)(F)Cl)C=C1C1=CC=NN1C1OCCCC1 (6-chloro-N-(4-(chlorodifluoromethoxy)phenyl)-5-(1-(tetrahydro-2H-pyran-2-yl)-1H-pyrazol-5-yl)nicotinamide), Cl.N1C[C@@H](CCC1)O ((R)-piperidin-3-ol hydrochloride), formic acid-H. Yields the product ClC(OC1=CC=C(C=C1)NC(C1=CN=C(C(=C1)C1=CC=NN1)N1C[C@@H](CCC1)O)=O)(F)F ((R)—N-(4-(Chlorodifluoromethoxy)phenyl)-6-(3-hydroxypiperidin-1-yl)-5-(1H-pyrazol-5-yl)nicotinamide). RXN SMILES: Cl[C:2]1[C:21]([C:22]2[N:26](C3CCCCO3)[N:25]=[CH:24][CH:23]=2)=[CH:20][C:5]([C:6]([NH:8][C:9]2[CH:14]=[CH:13][C:12]([O:15][C:16]([Cl:19])([F:18])[F:17])=[CH:11][CH:10]=2)=[O:7])=[CH:4][N:3]=1.Cl.[NH:34]1[CH2:39][CH2:38][CH2:37][C@@H:36]([OH:40])[CH2:35]1>>[Cl:19][C:16]([F:18])([F:17])[O:15][C:12]1[CH:13]=[CH:14][C:9]([NH:8][C:6](=[O:7])[C:5]2[CH:20]=[C:21]([C:22]3[NH:26][N:25]=[CH:24][CH:23]=3)[C:2]([N:34]3[CH2:39][CH2:38][CH2:37][C@@H:36]([OH:40])[CH2:35]3)=[N:3][CH:4]=2)=[CH:10][CH:11]=1 |f:1.2|. Procedure: The title compound was prepared in an analogous fashion to that described in Example 85 using 6-chloro-N-(4-(chlorodifluoromethoxy)phenyl)-5-(1-(tetrahydro-2H-pyran-2-yl)-1H-pyrazol-5-yl)nicotinamide (Stage 48.2) and (R)-piperidin-3-ol hydrochloride and was obtained as a white solid. UPLC-MS (Condition 3) tR=0.99 min, m/z=464.1[M+H]+, m/z=508.1[M+formic acid-H]−; 1H NMR (400 MHz, DMSO-d6) δ ppm 1.19-1.35 (m, 1H) 1.37-1.52 (m, 1H) 1.56-1.69 (m, 1H) 1.79-1.93 (m, 1H) 2.52-2.62 (m, 1H) 2.65-2.79 (m...